This data is from the Open Reaction Database (ORD), a public repository of structured organic reaction records. The task is: describe an organic reaction: reactants, conditions, products, and yield Starting materials: O=C([O-])[O-], O=C([O-])O, CS(C)=O, N#CC(Cl)Cc1ccc(Cl)cc1C(=O)c1ccccc1, [K+], [K+], [K+], O. The product is N#CC=Cc1ccc(Cl)cc1C(=O)c1ccccc1. Reaction SMILES: [C:21](=[O:22])([O-:23])[O-:24].[C:27](=[O:28])([OH:29])[O-:30].[CH3:32][S:33](=[O:34])[CH3:35].[Cl:1][CH:2]([C:3]#[N:4])[CH2:5][c:6]1[c:7]([C:13]([c:14]2[cH:15][cH:16][cH:17][cH:18][cH:19]2)=[O:20])[cH:8][c:9]([Cl:12])[cH:10][cH:11]1.[K+:25].[K+:26].[K+:31].[OH2:36]>>[CH:2]([C:3]#[N:4])=[CH:5][c:6]1[c:7]([C:13]([c:14]2[cH:15][cH:16][cH:17][cH:18][cH:19]2)=[O:20])[cH:8][c:9]([Cl:12])[cH:10][cH:11]1. The reactants are Cl (hydrochloric acid), CC1=C2C(CCSC2=C(C=C1)C)=O (5,8-dimethyl-4-thiochromanone), [Cl-].[Al+3].[Cl-].[Cl-] (aluminum chloride), BrBr (bromine). Run in C(Cl)Cl (methylene chloride). Run at time 15 minute. Yields the product BrC=1C(=C2C(CCSC2=C(C1)C)=O)C (6-Bromo-5,8-dimethyl-4-thiochromanone). As a reaction SMILES: [CH3:1][C:2]1[CH:11]=[CH:10][C:9]([CH3:12])=[C:8]2[C:3]=1[C:4](=[O:13])[CH2:5][CH2:6][S:7]2.[Cl-].[Al+3].[Cl-].[Cl-].[Br:18]Br.Cl>C(Cl)Cl>[Br:18][C:11]1[C:2]([CH3:1])=[C:3]2[C:8](=[C:9]([CH3:12])[CH:10]=1)[S:7][CH2:6][CH2:5][C:4]2=[O:13] |f:1.2.3.4|. Procedure details: 66.5 g (0.35 mol) of 5,8-dimethyl-4-thiochromanone, together with 118 g (0.87 mol) of aluminum chloride, were dissolved or suspended in 600 ml of methylene chloride. After 15 min of stirring, 62.2 g (0.39 mol) of bromine were slowly added dropwise, and the reaction mixture was subsequently boiled under reflux for 10 min. The reaction mixture, which was still warm, was poured into 220 ml of conc. hydrochloric acid in crushed ice. The mixture was stirred for 10 min, the methylene chloride phase wa...